Dataset: the Open Reaction Database (ORD), a public repository of structured organic reaction records. Task: describe an organic reaction: reactants, conditions, products, and yield As a reaction SMILES: [BH4-].[Na+].[CH3:3][N:4]1[C:9]2=[C:10]3[N:15]([C:16]([C:17]4[CH:22]=[CH:21][CH:20]=[CH:19][CH:18]=4)=[C:8]2[C:7](=[O:27])[N:6]([CH3:28])[C:5]1=[O:29])[C@H:14]([C:23]([OH:25])=[O:24])[CH2:13][CH2:12][C:11]3=[O:26].[CH3:30]O>>[OH:26][CH:11]1[C:10]2[N:15]([C:16]([C:17]3[CH:22]=[CH:21][CH:20]=[CH:19][CH:18]=3)=[C:8]3[C:7](=[O:27])[N:6]([CH3:28])[C:5](=[O:29])[N:4]([CH3:3])[C:9]3=2)[C@H:14]([C:23]([O:25][CH3:30])=[O:24])[CH2:13][CH2:12]1 |f:0.1|. Procedure: Sodium borohydride (0.179 g, 4.72 mmol) was added slowly to a suspension of (S)-1,3-dimethyl-2,4,10-trioxo-5-phenyl-1,2,3,4,7,8,9,10-octahydropyrimido[4,5-a]indolizine-7-carboxylic acid (1.8 g, 4.72 mmol) in methanol (40 mL). The mixture was stirred at room temperature for 30 mins. The reaction was quenched with saturated NaHCO3(aq) and extracted with DCM. The organic phase was passed through a hydrophobic frit and evaporated under vacuum to afford the title compound. Starting materials: [BH4-].[Na+] (Sodium borohydride), CN1C(N(C(C=2C1=C1C(CC[C@H](N1C2C2=CC=CC=C2)C(=O)O)=O)=O)C)=O ((S)-1,3-dimethyl-2,4,10-trioxo-5-phenyl-1,2,3,4,7,8,9,10-octahydropyrimido[4,5-a]indolizine-7-carboxylic acid), CO (methanol). Conditions: time 30 minute. Product: OC1CC[C@H](N2C(=C3C(=C12)N(C(N(C3=O)C)=O)C)C3=CC=CC=C3)C(=O)OC ((7S)-Methyl 10-hydroxy-1,3-dimethyl-2,4-dioxo-5-phenyl-1,2,3,4,7,8,9,10-octahydropyrimido[4,5-a]indolizine-7-carboxylate).